The task is: describe an organic reaction: reactants, conditions, products, and yield. This data is from the Open Reaction Database (ORD), a public repository of structured organic reaction records. Reactants: [OH-].[Na+] (sodium hydroxide), C(C)(C)(C)OC(C1=CC=C(C=C1)NC(=O)C1=CC=C2C=CNC2=C1)=O (4-[(1H-indole-6-carbonyl)-amino]-benzoic acid tert-butyl ester), COC1=C(C=C(C=C1)C)S(=O)(=O)Cl (2-methoxy-5-methylbenzenesulfonyl chloride). The reagents and catalysts are S(=O)(=O)(O)[O-].C(CCC)[N+](CCCC)(CCCC)CCCC (tetrabutylammonium hydrogensulfate). Conditions: time 1 hour. Yields the product C(C)(C)(C)OC(C1=CC=C(C=C1)NC(=O)C1=CC=C2C=CN(C2=C1)S(=O)(=O)C1=C(C=CC(=C1)C)OC)=O (4-{[1-(2-methoxy-5-methyl-benzenesulfonyl)-1H-indole-6-carbonyl]-amino}-benzoic acid tert-butyl ester). The yield is 99.8%. Reaction SMILES: [C:1]([O:5][C:6](=[O:25])[C:7]1[CH:12]=[CH:11][C:10]([NH:13][C:14]([C:16]2[CH:24]=[C:23]3[C:19]([CH:20]=[CH:21][NH:22]3)=[CH:18][CH:17]=2)=[O:15])=[CH:9][CH:8]=1)([CH3:4])([CH3:3])[CH3:2].[OH-].[Na+].[CH3:28][O:29][C:30]1[CH:35]=[CH:34][C:33]([CH3:36])=[CH:32][C:31]=1[S:37](Cl)(=[O:39])=[O:38]>S([O-])(O)(=O)=O.C([N+](CCCC)(CCCC)CCCC)CCC>[C:1]([O:5][C:6](=[O:25])[C:7]1[CH:8]=[CH:9][C:10]([NH:13][C:14]([C:16]2[CH:24]=[C:23]3[C:19]([CH:20]=[CH:21][N:22]3[S:37]([C:31]3[CH:32]=[C:33]([CH3:36])[CH:34]=[CH:35][C:30]=3[O:29][CH3:28])(=[O:39])=[O:38])=[CH:18][CH:17]=2)=[O:15])=[CH:11][CH:12]=1)([CH3:4])([CH3:2])[CH3:3] |f:1.2,4.5|. Procedure details: A suspension of 4-[(1H-indole-6-carbonyl)-amino]-benzoic acid tert-butyl ester (200 mg, 0.595 mmol) and tetrabutylammonium hydrogensulfate (20 mg, 0.059 mmol) was treated with 50% aq. sodium hydroxide solution (0.30 mL, 7.4 mmol), then after 5 min 2-methoxy-5-methylbenzenesulfonyl chloride (0.197 mg, 0.892 mmol) was added, and the two-phase mixture was stirred for 1 h at room temperature. The reaction mixture was partitioned between water and ethyl acetate, the organic layer was washed with brin... Starting materials: CC1(C2=C(OC1)C=C1C(CCC(C1=C2)(C)C)(C)C)C2=CC(=CS2)C(C(=O)OCC)=C (ethyl [5-(3,5,5,8,8-pentamethyl-2,3,5,6,7,8-hexahydronaphtho[2,3-b]furan-3-yl)thiophen-3-yl]acrylate), [OH-].[Li+] (lithium hydroxide), Cl (hydrochloric acid). Run in C1CCOC1 (THF). Yields the product CC1(C2=C(OC1)C=C1C(CCC(C1=C2)(C)C)(C)C)C2=CC(=CS2)C(C(=O)O)=C ([5-(3,5,5,8,8-pentamethyl-2,3,5,6,7,8-hexahydronaphtho[2,3-b]furan-3-yl)thiophen-3-yl]acrylic acid). RXN SMILES: [CH3:1][C:2]1([C:19]2[S:23][CH:22]=[C:21]([C:24](=[CH2:30])[C:25]([O:27]CC)=[O:26])[CH:20]=2)[CH2:6][O:5][C:4]2[CH:7]=[C:8]3[C:13](=[CH:14][C:3]1=2)[C:12]([CH3:16])([CH3:15])[CH2:11][CH2:10][C:9]3([CH3:18])[CH3:17].[OH-].[Li+].Cl>C1COCC1>[CH3:1][C:2]1([C:19]2[S:23][CH:22]=[C:21]([C:24](=[CH2:30])[C:25]([OH:27])=[O:26])[CH:20]=2)[CH2:6][O:5][C:4]2[CH:7]=[C:8]3[C:13](=[CH:14][C:3]1=2)[C:12]([CH3:15])([CH3:16])[CH2:11][CH2:10][C:9]3([CH3:17])[CH3:18] |f:1.2|. Reported procedure: A mixture of ethyl [5-(3,5,5,8,8-pentamethyl-2,3,5,6,7,8-hexahydronaphtho[2,3-b]furan-3-yl)thiophen-3-yl]acrylate (430 mg, 1 mmol) and lithium hydroxide (430 mg, [lacuna] mmol) in THF (10 ml) was heated under reflux for 12 h. The mixture was acidified to pH 1 with a concentrated hydrochloric acid solution, extracted with ethyl ether and washed with water. After drying, the organic phase was concentrated in a rotary evaporator under vacuum at 40° C. Reactants: solution, Cl (hydrogen chloride), C(C)(C)(C)OC(=O)N1CCC(CC1)CCOC1=C(C=CC=C1)CCC1=CC(=CC=C1)OCOC (1-t-butoxycarbonyl-4-(2-{2-[2-(3-methoxymethoxyphenyl)ethyl]phenoxy}ethyl)piperidine). Run in O1CCOCC1 (dioxane), O1CCOCC1 (dioxane). Yields the product Cl.OC=1C=C(C=CC1)CCC1=C(OCCC2CCNCC2)C=CC=C1 (4-(2-{2-[2-(3-Hydroxyphenyl)ethyl]phenoxy}ethyl]piperidine hydrochloride). Yield: 95.0%. RXN SMILES: [ClH:1].C(OC([N:9]1[CH2:14][CH2:13][CH:12]([CH2:15][CH2:16][O:17][C:18]2[CH:23]=[CH:22][CH:21]=[CH:20][C:19]=2[CH2:24][CH2:25][C:26]2[CH:31]=[CH:30][CH:29]=[C:28]([O:32]COC)[CH:27]=2)[CH2:11][CH2:10]1)=O)(C)(C)C>O1CCOCC1>[ClH:1].[OH:32][C:28]1[CH:27]=[C:26]([CH2:25][CH2:24][C:19]2[CH:20]=[CH:21][CH:22]=[CH:23][C:18]=2[O:17][CH2:16][CH2:15][CH:12]2[CH2:13][CH2:14][NH:9][CH2:10][CH2:11]2)[CH:31]=[CH:30][CH:29]=1 |f:3.4|. Procedure: 8 ml of a 4N solution of hydrogen chloride in dioxane were added to a solution of 890 mg of 1-t-butoxycarbonyl-4-(2-{2-[2-(3-methoxymethoxyphenyl)ethyl]phenoxy}ethyl)piperidine [prepared as described in step (a) above] in 8 ml of dioxane, and the resulting mixture was allowed to stand at room temperature. The crystals which precipitated were collected by filtration, washed with ethyl acetate and dried in vacuo, to give 651 mg (yield 95%) of the title compound as colorless needles, melting at 156...